The task is: describe an organic reaction: reactants, conditions, products, and yield. This data is from the Open Reaction Database (ORD), a public repository of structured organic reaction records. Starting materials: ClC1=NC=NC(=C1Cl)CC (4,5-dichloro-6-ethylpyrimidine), OC(C(F)(F)F)[C@H]1CC[C@H](CC1)N (cis-4-(1-hydroxy-2,2,2-trifluoroethyl)cyclohexylamine), C([O-])([O-])=O.[K+].[K+] (potassium carbonate). The solvent is CN(C=O)C (dimethylformamide). Product: ClC=1C(=NC=NC1CC)N[C@@H]1CC[C@@H](CC1)C(C(F)(F)F)O (5-chloro-6-ethyl-4-[cis-4-(1-hydroxy-2,2,2-trifluoroethyl)cyclohexylamino]pyrimidine). As a reaction SMILES: Cl[C:2]1[C:7]([Cl:8])=[C:6]([CH2:9][CH3:10])[N:5]=[CH:4][N:3]=1.[OH:11][CH:12]([C@@H:17]1[CH2:22][CH2:21][C@H:20]([NH2:23])[CH2:19][CH2:18]1)[C:13]([F:16])([F:15])[F:14].C(=O)([O-])[O-].[K+].[K+]>CN(C)C=O>[Cl:8][C:7]1[C:2]([NH:23][C@H:20]2[CH2:21][CH2:22][C@@H:17]([CH:12]([OH:11])[C:13]([F:14])([F:15])[F:16])[CH2:18][CH2:19]2)=[N:3][CH:4]=[N:5][C:6]=1[CH2:9][CH3:10] |f:2.3.4|. Procedure: 1.3 g of 4,5-dichloro-6-ethylpyrimidine, 2.0 g of cis-4-(1-hydroxy-2,2,2-trifluoroethyl)cyclohexylamine and 1.5 g of potassium carbonate in 20 ml of dimethylformamide were stirred at 90° C. for 3 hours. For work-up, the mixture was concentrated, the residue was taken up in dichloromethane and water and the organic phase was dried and concentrated. Purification was carried out by silica gel chromatography (petroleum ether/ethyl acetate 1:1) to give the title product as a colourless solid.